Dataset: the Open Reaction Database (ORD), a public repository of structured organic reaction records. Task: describe an organic reaction: reactants, conditions, products, and yield The reactants are Cl.C1(CCCCC1)NC1=NC(=NC(=C1C)C)NCC1=NC=CC=C1 (N4-cyclohexyl-5,6-dimethyl-N2-(pyridin-2-ylmethyl)pyrimidine-2,4-diamine hydrochloride), COC1=CC(=NC=C1)CN ([(4-methoxypyridin-2-yl)methyl]amine). Yields the product C1(CCCCC1)NC1=NC(=NC(=C1C)C)NCC1=NC=CC(=C1)OC (N4-cyclohexyl-N2-[(4-methoxypyridin-2-yl)methyl]-5,6-dimethylpyrimidine-2,4-diamine). RXN SMILES: Cl.[CH:2]1([NH:8][C:9]2[C:14]([CH3:15])=[C:13]([CH3:16])[N:12]=[C:11]([NH:17][CH2:18][C:19]3[CH:24]=[CH:23][CH:22]=[CH:21][N:20]=3)[N:10]=2)[CH2:7][CH2:6][CH2:5][CH2:4][CH2:3]1.[CH3:25][O:26]C1C=CN=C(CN)C=1>>[CH:2]1([NH:8][C:9]2[C:14]([CH3:15])=[C:13]([CH3:16])[N:12]=[C:11]([NH:17][CH2:18][C:19]3[CH:24]=[C:23]([O:26][CH3:25])[CH:22]=[CH:21][N:20]=3)[N:10]=2)[CH2:3][CH2:4][CH2:5][CH2:6][CH2:7]1 |f:0.1|. Procedure: The titled compound was synthesized according to the general procedure described for preparation of N4-cyclohexyl-5,6-dimethyl-N2-(pyridin-2-ylmethyl)pyrimidine-2,4-diamine (Example 1) using [(4-methoxypyridin-2-yl)methyl]amine instead of (pyridin-2-ylmethyl)amine. The product was purified by column chromatography eluting with mixture of chloroform/ethanol/20% water solution of ammonia (200:10:1), and then the final product was washed with diethyl ether to afford the titled compound as a light-g... Starting materials: CC=1[Te]C2=C(N1)C1=CC=CC=C1C(=C2)C (2,5-Dimethylnaphtho[1,2-d]tellurazole), FC(S(=O)(=O)OC)(F)F (methyl trifluoromethanesulfonate). Run in ClCCl (dichloromethane). Yields the product FC(S(=O)(=O)[O-])(F)F.C[N+]1=C([Te]C2=C1C1=CC=CC=C1C(=C2)C)C (1,2,5-Trimethylnaphtho[1,2-d]tellurazolium Trifluoromethanesulfonate). Reaction SMILES: [CH3:1][C:2]1[Te:3][C:4]2[CH:14]=[C:13]([CH3:15])[C:12]3[C:7](=[CH:8][CH:9]=[CH:10][CH:11]=3)[C:5]=2[N:6]=1.[F:16][C:17]([F:24])([F:23])[S:18]([O:21]C)(=[O:20])=[O:19]>ClCCl>[F:16][C:17]([F:24])([F:23])[S:18]([O-:21])(=[O:20])=[O:19].[CH3:17][N+:6]1[C:5]2[C:7]3[C:12]([C:13]([CH3:15])=[CH:14][C:4]=2[Te:3][C:2]=1[CH3:1])=[CH:11][CH:10]=[CH:9][CH:8]=3 |f:3.4|. Procedure: 2,5-Dimethylnaphtho[1,2-d]tellurazole (Example 28) (0.93 g=0.003mole) was dissolved in dry dichloromethane, and methyl trifluoromethanesulfonate (0.33 ml=0.003 mole) was added. The flask was sealed and kept over a weekend. Bright yellow plates (0.88 g, 61% of theory) formed. The product was recrystallized from 10 ml of acetone by addition of 20 ml of diethyl ether. The melting point was 224°-230° C. The mass and nuclear magnetic resonance spectra were in agreement with that expected for the stru... Procedure: To a solution of cis-l-tert-butoxycarbonyl-4-(2,3-dihydro-1,3-dioxo-1 H-isoindol-2-yl)methyl-3-hydroxypiperidine (2.4 g) in ethanol (35 ml) was added hydrazine monohydrate (0.48 ml), and the resulting mixture was stirred at refluxing temperature for 1 hr. The resulting crystals were filtered off and the solvent was evaporated under reduced pressure to give 1.7 g of cis-4-aminomethyl-1-tert-butoxycarbonyl-3-hydroxypiperidine. Solvent: C(C)O (ethanol). Reactants: C(C)(C)(C)OC(=O)N1C[C@H]([C@H](CC1)CN1C(C2=CC=CC=C2C1=O)=O)O (cis-l-tert-butoxycarbonyl-4-(2,3-dihydro-1,3-dioxo-1 H-isoindol-2-yl)methyl-3-hydroxypiperidine), O.NN (hydrazine monohydrate). As a reaction SMILES: [C:1]([O:5][C:6]([N:8]1[CH2:13][CH2:12][C@H:11]([CH2:14][N:15]2C(=O)C3C(=CC=CC=3)C2=O)[C@H:10]([OH:26])[CH2:9]1)=[O:7])([CH3:4])([CH3:3])[CH3:2].O.NN>C(O)C>[NH2:15][CH2:14][C@H:11]1[CH2:12][CH2:13][N:8]([C:6]([O:5][C:1]([CH3:3])([CH3:2])[CH3:4])=[O:7])[CH2:9][C@H:10]1[OH:26] |f:1.2|. The yield is 110.8%. Product: NC[C@@H]1[C@@H](CN(CC1)C(=O)OC(C)(C)C)O (cis-4-aminomethyl-1-tert-butoxycarbonyl-3-hydroxypiperidine). Product: O1C(=NC2=C1C=CC=C2)C2=CC1=C(N(C(=N1)C)CCO)C=C2 (5-(benzoxazol-2-yl)-1-(2-hydroxyethyl)-2-methylbenzimidazole). Isolated yield 42.6%. Procedure: To a methanol (5 mL) solution of 2-(2-(2-hydroxyethyl)aminoanilin-5-yl)benzoxazole (see Working Example 88-1) (0.10 g, 0.4 mmol) was added methyl acetimidate hydrochloride (0.08 g, 0.7 mmol), and this was heated to reflux for 3 hours. After the reaction was complete, water was added, and the precipitated crystals were filtered, and after being washed with water were dried to yield the title compound (0.05 g, 49% yield) as white crystals. Starting materials: CO (methanol), OCCNC1=C(N)C=C(C=C1)C=1OC2=C(N1)C=CC=C2 (2-(2-(2-hydroxyethyl)aminoanilin-5-yl)benzoxazole), Cl.C(C)(OC)=N (methyl acetimidate hydrochloride). As a reaction SMILES: CO.[OH:3][CH2:4][CH2:5][NH:6][C:7]1[CH:13]=[CH:12][C:11]([C:14]2[O:15][C:16]3[CH:22]=[CH:21][CH:20]=[CH:19][C:17]=3[N:18]=2)=[CH:10][C:8]=1[NH2:9].Cl.[C:24](=N)(OC)[CH3:25]>O>[O:15]1[C:16]2[CH:22]=[CH:21][CH:20]=[CH:19][C:17]=2[N:18]=[C:14]1[C:11]1[CH:12]=[CH:13][C:7]2[N:6]([CH2:5][CH2:4][OH:3])[C:24]([CH3:25])=[N:9][C:8]=2[CH:10]=1 |f:2.3|. Solvent: O (water). Starting materials: O=C(C1CC1)N1CCC(Cc2n[nH]c(=O)n2-c2ccc(Br)cc2F)C1, O=C([O-])[O-], C1COCCO1, CC1(C)OB(c2ccc3cccc(F)c3c2)OC1(C)C, [K+], [K+]. Reaction SMILES: [Br:1][c:2]1[cH:3][c:4]([F:25])[c:5](-[n:8]2[c:9](=[O:24])[nH:10][n:11][c:12]2[CH2:13][CH:14]2[CH2:15][N:16]([C:19](=[O:20])[CH:21]3[CH2:22][CH2:23]3)[CH2:17][CH2:18]2)[cH:6][cH:7]1.[C:46](=[O:47])([O-:48])[O-:49].[CH2:52]1[O:53][CH2:54][CH2:55][O:56][CH2:57]1.[F:26][c:27]1[cH:28][cH:29][cH:30][c:31]2[cH:32][cH:33][c:34]([B:37]3[O:38][C:39]([CH3:40])([CH3:41])[C:42]([CH3:43])([CH3:44])[O:45]3)[cH:35][c:36]12.[K+:50].[K+:51]>>[c:2]1(-[c:34]2[cH:33][cH:32][c:31]3[cH:30][cH:29][cH:28][c:27]([F:26])[c:36]3[cH:35]2)[cH:3][c:4]([F:25])[c:5](-[n:8]2[c:9](=[O:24])[nH:10][n:11][c:12]2[CH2:13][CH:14]2[CH2:15][N:16]([C:19](=[O:20])[CH:21]3[CH2:22][CH2:23]3)[CH2:17][CH2:18]2)[cH:6][cH:7]1. Product: O=C(C1CC1)N1CCC(Cc2n[nH]c(=O)n2-c2ccc(-c3ccc4cccc(F)c4c3)cc2F)C1. Reactants: Cc1ccccc1, COc1cc2c(cc1OC)C(C)CC2=O, Cl, O, [Zn]. Product: COc1cc2c(cc1OC)C(C)CC2. Reaction SMILES: [CH3:18][c:19]1[cH:20][cH:21][cH:22][cH:23][cH:24]1.[CH3:2][O:3][c:4]1[cH:5][c:6]2[c:10]([cH:11][c:12]1[O:13][CH3:14])[C:9](=[O:15])[CH2:8][CH:7]2[CH3:16].[ClH:1].[OH2:17].[Zn:25]>>[CH3:2][O:3][c:4]1[cH:5][c:6]2[c:10]([cH:11][c:12]1[O:13][CH3:14])[CH2:9][CH2:8][CH:7]2[CH3:16].